Dataset: the Open Reaction Database (ORD), a public repository of structured organic reaction records. Task: describe an organic reaction: reactants, conditions, products, and yield Reactants: BrC1=NC=C(C=C1)Br (2,5-dibromopyridine), C(=O)(OCC1=CC=CC=C1)NCC#C (N-Cbz-propargylamine). Reagents/catalysts: Cl[Pd]([P](C1=CC=CC=C1)(C2=CC=CC=C2)C3=CC=CC=C3)([P](C4=CC=CC=C4)(C5=CC=CC=C5)C6=CC=CC=C6)Cl (Pd(PPh3)2Cl2), [Cu]I (CuI). Run in C(C)(=O)OCC (ethyl acetate), C(C)(C)NC(C)C (diisopropylamine). Run at time 3 hour. Product: BrC=1C=CC(=NC1)C#CCNC(OCC1=CC=CC=C1)=O (Benzyl 3-(5-bromopyridin-2-yl)prop-2-ynylcarbamate). The yield is 73.8%. Reaction SMILES: Br[C:2]1[CH:7]=[CH:6][C:5]([Br:8])=[CH:4][N:3]=1.[C:9]([NH:19][CH2:20][C:21]#[CH:22])([O:11][CH2:12][C:13]1[CH:18]=[CH:17][CH:16]=[CH:15][CH:14]=1)=[O:10]>C(NC(C)C)(C)C.C(OCC)(=O)C.Cl[Pd](Cl)([P](C1C=CC=CC=1)(C1C=CC=CC=1)C1C=CC=CC=1)[P](C1C=CC=CC=1)(C1C=CC=CC=1)C1C=CC=CC=1.[Cu]I>[Br:8][C:5]1[CH:6]=[CH:7][C:2]([C:22]#[C:21][CH2:20][NH:19][C:9](=[O:10])[O:11][CH2:12][C:13]2[CH:18]=[CH:17][CH:16]=[CH:15][CH:14]=2)=[N:3][CH:4]=1 |^1:38,57|. Procedure details: A mixture of 2,5-dibromopyridine (1.19 g), N-Cbz-propargylamine (1.04 g), Pd(PPh3)2Cl2 (73 mg), and CuI (10 mg) in diisopropylamine (20 mL) was stirred at ambient temperature for 3 hours under nitrogen. The mixture was diluted with ethyl acetate (50 mL). The mixture was filtered and washed with ethyl acetate (20 mL). The filtrate and wash were combined, concentrated under reduced pressure and triturated in MTBE to give crystalline 7-1 (1.28 g). The mother liquor was further purified by silica ge... Reactants: ClC1=CC=C2CCN(C2=C1)C1=NC=NC(=C1N)C(CC)=O (4-(6-Chloro-2,3-dihydro-indol-1-yl)-5-amino-6-methylacetylpyrimidine), Cl (HCl), C(C)O (ethanol). The reagents and catalysts are [Pd] (palladium on carbon). Run at time 3 hour. Yields the product ClC1=CC=C2CCN(C2=C1)C=1C2=C(N=CN1)C=C(N2)O (4-(6-Chloro-2,3-dihydro-indol-1-yl)-5H-pyrrolo[3,2-d]pyrimidin-6-ol). As a reaction SMILES: [Cl:1][C:2]1[CH:10]=[C:9]2[C:5]([CH2:6][CH2:7][N:8]2[C:11]2[C:16]([NH2:17])=[C:15]([C:18](=O)[CH2:19]C)[N:14]=[CH:13][N:12]=2)=[CH:4][CH:3]=1.Cl.C([OH:25])C>[Pd]>[Cl:1][C:2]1[CH:10]=[C:9]2[C:5]([CH2:6][CH2:7][N:8]2[C:11]2[C:16]3[NH:17][C:19]([OH:25])=[CH:18][C:15]=3[N:14]=[CH:13][N:12]=2)=[CH:4][CH:3]=1. Procedure details: To a solution of 4-(6-Chloro-2,3-dihydro-indol-1-yl)-5-amino-6-methylacetylpyrimidine (541 mg, 1.55 mmol) in 40 mL of ethanol was added 25 mol % of 10% palladium on carbon (125 mg) and 0.11 mL of 1N HCl (1.55 mmol). The reaction mixture was hydrogenated for 3 hours at 50 psi. The reaction mixture was filtered through Celite and concentrated in vacuo. The brown residue was slurried in methanol and the white solid title product was filtered off (279 mg, 63%)LC-MS=287 (M+), RP18-HPLC RT: 5.61 min. ... The reactants are C(C)(C)(C)NS(=O)(=O)C=1C=C(C=CC1)C1=CC(=CC=C1)C1=NC(=CC(=N1)C1=CC(=C(C=C1)F)F)C(F)(F)F (3′-[4-(3,4-difluoro-phenyl)-6-trifluoromethyl-pyrimidin-2-yl]-biphenyl-3-sulfonic acid tert-butylamide), C(=O)(C(F)(F)F)O (TFA). The solvent is ClCCl (dichloromethane). Reaction conditions: time 15 hour. Product: FC=1C=C(C=CC1F)C1=NC(=NC(=C1)C(F)(F)F)C=1C=C(C=CC1)C1=CC(=CC=C1)S(=O)(=O)N (3′-[4-(3,4-Difluoro-phenyl)-6-trifluoromethyl-pyrimidin-2-yl]-biphenyl-3-sulfonic acid amide). The yield is 67.4%. RXN SMILES: C([NH:5][S:6]([C:9]1[CH:10]=[C:11]([C:15]2[CH:20]=[CH:19][CH:18]=[C:17]([C:21]3[N:26]=[C:25]([C:27]4[CH:32]=[CH:31][C:30]([F:33])=[C:29]([F:34])[CH:28]=4)[CH:24]=[C:23]([C:35]([F:38])([F:37])[F:36])[N:22]=3)[CH:16]=2)[CH:12]=[CH:13][CH:14]=1)(=[O:8])=[O:7])(C)(C)C.C(O)(C(F)(F)F)=O>ClCCl>[F:34][C:29]1[CH:28]=[C:27]([C:25]2[CH:24]=[C:23]([C:35]([F:38])([F:36])[F:37])[N:22]=[C:21]([C:17]3[CH:16]=[C:15]([C:11]4[CH:12]=[CH:13][CH:14]=[C:9]([S:6]([NH2:5])(=[O:7])=[O:8])[CH:10]=4)[CH:20]=[CH:19][CH:18]=3)[N:26]=2)[CH:32]=[CH:31][C:30]=1[F:33]. Reported procedure: To a cooled and stirred solution of 3′-[4-(3,4-difluoro-phenyl)-6-trifluoromethyl-pyrimidin-2-yl]-biphenyl-3-sulfonic acid tert-butylamide (0.43 g) in dichloromethane (6 ml) was added TFA (6 ml) and the reaction mixture was allowed to stir at room temperature for 15 h. The mixture was evaporated to dryness, poured into 2N NaHCO3 solution (20 ml) and extracted with ethyl acetate (3×50 ml). The combined organic layers were washed with brine (50 ml), dried (MgSO4) and evaporated. Further purificati... The reactants are CC(=O)[O-].[K+] (KOAc), C1=CC=C(C=C1)P(C2=CC=CC=C2)C3=CC=CC=C3 (PPh3), N1=C(C=CC2=CC=CC=C12)/C=C/C=1N=C2N(N=CC=C2N2CCOCC2)C1 ((E)-4-(2-(2-(Quinolin-2-yl)vinyl)imidazo[1,2-b]pyridazin-8-yl)morpholine), BrC=1C=CC(=NC1)CCC(=O)OCC (Ethyl 3-(5-bromopyridin-2-yl)propanoate), N#N (N2). Reagents/catalysts: CC(=O)[O-].CC(=O)[O-].[Pd+2] (Pd(OAc)2). Solvent: O (water), CN(C)C=O (DMF). Conditions: temperature 105 celsius, time 1.5 hour. Product: O1CCN(CC1)C=1C=2N(N=CC1)C(=C(N2)\C=C\C2=NC1=CC=CC=C1C=C2)C=2C=CC(=NC2)CCC(=O)OCC ((E)-Ethyl 3-(5-(8-morpholino-2-(2-(quinolin-2-yl)vinyl)imidazo[1,2-b]pyridazin-3-yl)pyridin-2-yl)propanoate). As a reaction SMILES: [N:1]1[C:10]2[C:5](=[CH:6][CH:7]=[CH:8][CH:9]=2)[CH:4]=[CH:3][C:2]=1/[CH:11]=[CH:12]/[C:13]1[N:14]=[C:15]2[C:20]([N:21]3[CH2:26][CH2:25][O:24][CH2:23][CH2:22]3)=[CH:19][CH:18]=[N:17][N:16]2[CH:27]=1.Br[C:29]1[CH:30]=[CH:31][C:32]([CH2:35][CH2:36][C:37]([O:39][CH2:40][CH3:41])=[O:38])=[N:33][CH:34]=1.N#N.CC([O-])=O.[K+].C1C=CC(P(C2C=CC=CC=2)C2C=CC=CC=2)=CC=1>CN(C=O)C.CC([O-])=O.CC([O-])=O.[Pd+2].O>[O:24]1[CH2:23][CH2:22][N:21]([C:20]2[C:15]3[N:16]([C:27]([C:29]4[CH:30]=[CH:31][C:32]([CH2:35][CH2:36][C:37]([O:39][CH2:40][CH3:41])=[O:38])=[N:33][CH:34]=4)=[C:13](/[CH:12]=[CH:11]/[C:2]4[CH:3]=[CH:4][C:5]5[C:10](=[CH:9][CH:8]=[CH:7][CH:6]=5)[N:1]=4)[N:14]=3)[N:17]=[CH:18][CH:19]=2)[CH2:26][CH2:25]1 |f:3.4,7.8.9|. Reported procedure: A solution of compound 57c (0.90 g, 2.5 mmol) and compound 57b (0.96 g, 3.7 mmol) in DMF (5 mL) was purged with N2. Pd(OAc)2 (67 mg, 0.30 mmol) was added, followed by KOAc (1.1 g, 11 mmol) and PPh3 (73 mg, 0.28 mmol). The resulting mixture was stirred at 105° C. for 1.5 h, and allowed to cool to rt. water (100 mL) was added. The resulting mixture was extracted with DCM (3×50 mL). The combined organic layers were dried over Na2SO4, filtered and concentrated under reduced pressure. The residue obt...